This data is from the Open Reaction Database (ORD), a public repository of structured organic reaction records. The task is: describe an organic reaction: reactants, conditions, products, and yield Starting materials: CO, COC(=O)c1cc(OC)c(O)c(OC)c1, FC(F)Cl, [H-], [Na+], C1CCOC1. Product: COC(=O)c1cc(OC)c(OC(F)F)c(OC)c1. RXN SMILES: [CH3:22][OH:23].[CH3:3][O:4][c:5]1[cH:6][c:7]([C:8](=[O:9])[O:10][CH3:11])[cH:12][c:13]([O:16][CH3:17])[c:14]1[OH:15].[Cl:18][CH:19]([F:20])[F:21].[H-:1].[Na+:2].[O:24]1[CH2:25][CH2:26][CH2:27][CH2:28]1>>[CH3:3][O:4][c:5]1[cH:6][c:7]([C:8](=[O:9])[O:10][CH3:11])[cH:12][c:13]([O:16][CH3:17])[c:14]1[O:15][CH:19]([F:20])[F:21].